The task is: describe an organic reaction: reactants, conditions, products, and yield. This data is from the Open Reaction Database (ORD), a public repository of structured organic reaction records. Reaction SMILES: [Br:7][c:8]1[cH:9][cH:10][cH:11][c:12]([OH:13])[c:14]1[CH3:15].[CH3:16][S:17]([OH:18])(=[O:19])=[O:20].[CH3:1][CH:2]([CH:3]([CH3:4])[NH2:5])[NH2:6].[CH3:33][CH2:34][OH:35].[CH3:36][O:37][CH2:38][CH2:39][O:40][CH3:41].[Cl:21][C:22](=[O:23])[O:24][CH2:25][c:26]1[cH:27][cH:28][cH:29][cH:30][cH:31]1.[OH2:32]>>[CH3:1][CH:2]([CH:3]([CH3:4])[NH2:5])[NH:6][C:22](=[O:23])[O:24][CH2:25][c:26]1[cH:27][cH:28][cH:29][cH:30][cH:31]1. Yields the product CC(N)C(C)NC(=O)OCc1ccccc1. Starting materials: Cc1c(O)cccc1Br, CS(=O)(=O)O, CC(N)C(C)N, CCO, COCCOC, O=C(Cl)OCc1ccccc1, O. Reactants: C(C)(C)(C)OC(N(C)[C@@H]1CNC[C@H]1C1=CC=C(C=C1)Cl)=O ([(3S,4R)-4-(4-chloro-phenyl)-pyrrolidin-3-yl]-methyl-carbamic acid tert-butyl ester), C(#N)C=1C=CC(=NC1)N1CCC(CC1)C(=O)O (5′-cyano-3,4,5,6-tetrahydro-2H-[1,2′]bipyridinyl-4-carboxylic acid). Yields the product C(C)(C)(C)OC(N(C)[C@@H]1CN(C[C@H]1C1=CC=C(C=C1)Cl)C(=O)C1CCN(CC1)C1=NC=C(C=C1)C#N)=O ([(3S,4R)-4-(4-chloro-phenyl)-1-(5′-cyano-3,4,5,6-tetrahydro-2H-[1,2′]bipyridinyl-4-carbonyl)-pyrrolidin-3-yl]-methyl-carbamic acid tert-butyl ester). Reaction SMILES: [C:1]([O:5][C:6](=[O:21])[N:7]([C@H:9]1[C@H:13]([C:14]2[CH:19]=[CH:18][C:17]([Cl:20])=[CH:16][CH:15]=2)[CH2:12][NH:11][CH2:10]1)[CH3:8])([CH3:4])([CH3:3])[CH3:2].[C:22]([C:24]1[CH:25]=[CH:26][C:27]([N:30]2[CH2:35][CH2:34][CH:33]([C:36](O)=[O:37])[CH2:32][CH2:31]2)=[N:28][CH:29]=1)#[N:23]>>[C:1]([O:5][C:6](=[O:21])[N:7]([C@H:9]1[C@H:13]([C:14]2[CH:15]=[CH:16][C:17]([Cl:20])=[CH:18][CH:19]=2)[CH2:12][N:11]([C:36]([CH:33]2[CH2:32][CH2:31][N:30]([C:27]3[CH:26]=[CH:25][C:24]([C:22]#[N:23])=[CH:29][N:28]=3)[CH2:35][CH2:34]2)=[O:37])[CH2:10]1)[CH3:8])([CH3:4])([CH3:2])[CH3:3]. Reported procedure: In analogy to the procedure described for the synthesis of example 44 (step c), the title compound [(3S,4R)-4-(4-chloro-phenyl)-1-(5′-cyano-3,4,5,6-tetrahydro-2H-[1,2′]bipyridinyl-4-carbonyl)-pyrrolidin-3-yl]-methyl-carbamic acid tert-butyl ester was prepared from [(3S,4R)-4-(4-chloro-phenyl)-pyrrolidin-3-yl]-methyl-carbamic acid tert-butyl ester using 5′-cyano-3,4,5,6-tetrahydro-2H-[1,2′]bipyridinyl-4-carboxylic acid instead of 1-methylcyclopropane-1-carboxylic acid and was obtained as an orang... Starting materials: NC1=C2CCN(CC2=CC=C1)C (5-amino-2-methyl-1,2,3,4-tetrahydroisoquinoline), CN(S(=O)(=O)C=1C=CC(=C(C(=O)O)C1)OC)C (5-dimethylsulfamoyl-2-methoxybenzoic acid). The product is CN1CC2=CC=CC(=C2CC1)NC(C1=C(C=CC(=C1)S(N(C)C)(=O)=O)OC)=O (N-(2-Methyl-1,2,3,4-tetrahydroisoquinolin-5-yl)-5-dimethylsulfamoyl-2-methoxybenzamide). Reaction SMILES: [NH2:1][C:2]1[CH:11]=[CH:10][CH:9]=[C:8]2[C:3]=1[CH2:4][CH2:5][N:6]([CH3:12])[CH2:7]2.[CH3:13][N:14]([CH3:29])[S:15]([C:18]1[CH:19]=[CH:20][C:21]([O:27][CH3:28])=[C:22]([CH:26]=1)[C:23](O)=[O:24])(=[O:17])=[O:16]>>[CH3:12][N:6]1[CH2:5][CH2:4][C:3]2[C:8](=[CH:9][CH:10]=[CH:11][C:2]=2[NH:1][C:23](=[O:24])[C:22]2[CH:26]=[C:18]([S:15](=[O:17])(=[O:16])[N:14]([CH3:29])[CH3:13])[CH:19]=[CH:20][C:21]=2[O:27][CH3:28])[CH2:7]1. Reported procedure: The title compound was prepared in an analogous manner to Example 1 from 5-amino-2-methyl-1,2,3,4-tetrahydroisoquinoline and 5-dimethylsulfamoyl-2-methoxybenzoic acid.